From a dataset of the Open Reaction Database (ORD), a public repository of structured organic reaction records. describe an organic reaction: reactants, conditions, products, and yield Reactants: BrC=1C=C(C=O)C=CC1 (3-bromobenzaldehyde), C#CCCCCCCCCC (1-undecyne). The reagents and catalysts are Cl[Pd]([P](C1=CC=CC=C1)(C2=CC=CC=C2)C3=CC=CC=C3)([P](C4=CC=CC=C4)(C5=CC=CC=C5)C6=CC=CC=C6)Cl (bis(triphenylphosphine)palladium(II) chloride), [Cu]I (copper(I) iodide). Run in C(C)(=O)OCC (ethyl acetate), C(C)N(CC)CC (triethylamine). Reaction conditions: temperature 55 celsius, time 6 hour. The product is C(#CCCCCCCCCC)C=1C=C(C=O)C=CC1 (3-(1-undecynyl)benzaldehyde). Isolated yield 109.1%. RXN SMILES: Br[C:2]1[CH:3]=[C:4]([CH:7]=[CH:8][CH:9]=1)[CH:5]=[O:6].[CH:10]#[C:11][CH2:12][CH2:13][CH2:14][CH2:15][CH2:16][CH2:17][CH2:18][CH2:19][CH3:20]>C(N(CC)CC)C.C(OCC)(=O)C.Cl[Pd](Cl)([P](C1C=CC=CC=1)(C1C=CC=CC=1)C1C=CC=CC=1)[P](C1C=CC=CC=1)(C1C=CC=CC=1)C1C=CC=CC=1.[Cu]I>[C:10]([C:2]1[CH:3]=[C:4]([CH:7]=[CH:8][CH:9]=1)[CH:5]=[O:6])#[C:11][CH2:12][CH2:13][CH2:14][CH2:15][CH2:16][CH2:17][CH2:18][CH2:19][CH3:20] |^1:36,55|. Procedure: To a solution of 3-bromobenzaldehyde (30.3 g) and 1-undecyne (29.5 g) in triethylamine (120 ml) was added bis(triphenylphosphine)palladium(II) chloride (1.9 g) followed by copper(I) iodide (0.25 g). The mixture was stirred in the dark at 55° C. for 6 hrs, under nitrogen. After cooling to room temperature, the reaction mixture was diluted with ethyl acetate and filtered. The filtrate was washed with water and saturated sodium chloride solution, dried over anhydrous magnesium sulfate, filtered, an... The reactants are CC1(C)CC=C(c2ncccc2NC(=O)c2nc(C#N)cn2COCC[Si](C)(C)C)CC1, CO, ClCCl, O=C(O)C(F)(F)F. Yields the product CC1(C)CC=C(c2ncccc2NC(=O)c2nc(C#N)c[nH]2)CC1, O=C(O)C(F)(F)F. As a reaction SMILES: [CH3:1][C:2]1([CH3:32])[CH2:3][CH:4]=[C:5]([c:8]2[n:9][cH:10][cH:11][cH:12][c:13]2[NH:14][C:15](=[O:16])[c:17]2[n:18]([CH2:24][O:25][CH2:26][CH2:27][Si:28]([CH3:29])([CH3:30])[CH3:31])[cH:19][c:20]([C:22]#[N:23])[n:21]2)[CH2:6][CH2:7]1.[CH3:33][OH:34].[Cl:42][CH2:43][Cl:44].[F:35][C:36]([C:37](=[O:38])[OH:39])([F:40])[F:41]>>[CH3:1][C:2]1([CH3:32])[CH2:3][CH:4]=[C:5]([c:8]2[n:9][cH:10][cH:11][cH:12][c:13]2[NH:14][C:15](=[O:16])[c:17]2[nH:18][cH:19][c:20]([C:22]#[N:23])[n:21]2)[CH2:6][CH2:7]1.[F:35][C:36]([C:37](=[O:38])[OH:39])([F:40])[F:41]. The reactants are COC(CCCCCCC(=O)O)=O (Suberic acid monomethyl ester). Run in C1CCOC1 (THF), C1CCOC1 (THF). Run at temperature 25 celsius, time 12 hour. Product: Cis-8,9-octadecenoamide, OCCCCCCCC(=O)OC (methyl 8-hydroxyoctanoate). RXN SMILES: [CH3:1][O:2][C:3](=[O:13])[CH2:4][CH2:5][CH2:6][CH2:7][CH2:8][CH2:9][C:10](O)=[O:11]>C1COCC1>[OH:11][CH2:10][CH2:9][CH2:8][CH2:7][CH2:6][CH2:5][CH2:4][C:3]([O:2][CH3:1])=[O:13]. Procedure details: Cis-9,10-octadecenoamide, cis-11,12-octadecenoamide, and trans-9,10-octadecenoamide were prepared from their respective acids as follows: cis-9,10-octadecenoic acid (oleic acid) in CH2Cl2 (0.2M) at 0° C. was treated with oxalyl chloride (3 eq) and stirred at 25° for 4 hour. Removal of solvent followed by treatment with saturated aqueous NH4OH at 0° C. gave cis-9,10-octadecenoamide, which was purified by silica gel column chromatography (40-75% ethyl acetate-hexanes gradient elution). Cis-8,9-oct... The reactants are FC1=C(C2=C(C3=C1N=C(O3)C)NC(N2C2=C(C=C(C=C2)I)F)=O)F (4,5-difluoro-6-(2-fluoro-4-iodo-phenyl)-2-methyl-6,8-dihydro-imidazo[4′,5′:3,4]benzo[1,2-d]oxazol-7-one), C1(CC1)S(=O)(=O)Cl (cyclopropanesulfonyl chloride), TEA. Reagents/catalysts: CN(C)C=1C=CN=CC1 (DMAP). Product: C1(CC1)S(=O)(=O)N1C(N(C2=C1C1=C(N=C(O1)C)C(=C2F)F)C2=C(C=C(C=C2)I)F)=O (8-Cyclopropanesulfonyl-4,5-difluoro-6-(2-fluoro-4-iodo-phenyl)-2-methyl-6,8-dihydro-imidazo[4′,5′:3,4]benzo[1,2-d]oxazol-7-one). Yield: 56.3%. Reaction SMILES: [F:1][C:2]1[C:7]2[N:8]=[C:9]([CH3:11])[O:10][C:6]=2[C:5]2[NH:12][C:13](=[O:23])[N:14]([C:15]3[CH:20]=[CH:19][C:18]([I:21])=[CH:17][C:16]=3[F:22])[C:4]=2[C:3]=1[F:24].[CH:25]1([S:28](Cl)(=[O:30])=[O:29])[CH2:27][CH2:26]1>CN(C1C=CN=CC=1)C>[CH:25]1([S:28]([N:12]2[C:5]3[C:6]4[O:10][C:9]([CH3:11])=[N:8][C:7]=4[C:2]([F:1])=[C:3]([F:24])[C:4]=3[N:14]([C:15]3[CH:20]=[CH:19][C:18]([I:21])=[CH:17][C:16]=3[F:22])[C:13]2=[O:23])(=[O:30])=[O:29])[CH2:27][CH2:26]1. Procedure details: Intermediate I-22a was prepared from 4,5-difluoro-6-(2-fluoro-4-iodo-phenyl)-2-methyl-6,8-dihydro-imidazo[4′,5′:3,4]benzo[1,2-d]oxazol-7-one (I-18a: 80 mg, 0.178 mmol), cyclopropanesulfonyl chloride (37.75 mg, 0.269 mmol), TEA (54.46 mg, 0.534 mmol) and DMAP (10 mg) using procedures analogous to those described above for Intermediate I-19a to afford 55 mg of the product (56.3% yield). H1NMR (CDCl3, 300 MHz): δ 7.72-7.64 (m, 2H), 7.30-7.22 (m, 1H), 3.34-3.24 (m, 1H), 2.74 (s, 3H), 1.74-1.60 (m, 2... Starting materials: CC(=O)[O-], CC(=O)O, FC(F)(F)c1ccc(-c2cc(C(F)(F)F)n3nccc3n2)cc1, ClI, [Na+], O. Product: FC(F)(F)c1ccc(-c2cc(C(F)(F)F)n3ncc(I)c3n2)cc1. RXN SMILES: [C:24]([O-:25])(=[O:26])[CH3:27].[CH3:31][C:32](=[O:33])[OH:34].[F:1][C:2]([c:3]1[cH:4][c:5](-[c:12]2[cH:13][cH:14][c:15]([C:18]([F:19])([F:20])[F:21])[cH:16][cH:17]2)[n:6][c:7]2[n:8]1[n:9][cH:10][cH:11]2)([F:22])[F:23].[I:29][Cl:30].[Na+:28].[OH2:35]>>[F:1][C:2]([c:3]1[cH:4][c:5](-[c:12]2[cH:13][cH:14][c:15]([C:18]([F:19])([F:20])[F:21])[cH:16][cH:17]2)[n:6][c:7]2[n:8]1[n:9][cH:10][c:11]2[I:29])([F:22])[F:23].